Dataset: the Open Reaction Database (ORD), a public repository of structured organic reaction records. Task: describe an organic reaction: reactants, conditions, products, and yield Starting materials: OCCCN1C=C(C2=CC=CC=C12)CC(=O)N (2-[1-(3-hydroxypropyl)-1H-indol-3-yl]acetamide), COC(C(=O)C1=C2C=CN(C2=CC=C1)C)=O ((1-methyl-1H-indol-4-yl)oxoacetic acid methyl ester), CC(C)([O-])C.[K+] (potassium tert-butoxide). The solvent is CN(C=O)C (dimethylformamide). Product: CN1C=CC2=C(C=CC=C12)C=1C(NC(C1C1=CN(C2=CC=CC=C12)CCCO)=O)=O (3-(1-Methyl-1H-indol-4-yl)-4-[1-(3-hydroxypropyl)-1H-indol-3-yl]pyrrole-2,5-dione). The yield is 54.4%. Reaction SMILES: CC(C)([O-])C.[K+].[OH:7][CH2:8][CH2:9][CH2:10][N:11]1[C:19]2[C:14](=[CH:15][CH:16]=[CH:17][CH:18]=2)[C:13]([CH2:20][C:21]([NH2:23])=[O:22])=[CH:12]1.C[O:25][C:26](=O)[C:27]([C:29]1[CH:37]=[CH:36][CH:35]=[C:34]2[C:30]=1[CH:31]=[CH:32][N:33]2[CH3:38])=O>CN(C)C=O>[CH3:38][N:33]1[C:34]2[C:30](=[C:29]([C:27]3[C:26](=[O:25])[NH:23][C:21](=[O:22])[C:20]=3[C:13]3[C:14]4[C:19](=[CH:18][CH:17]=[CH:16][CH:15]=4)[N:11]([CH2:10][CH2:9][CH2:8][OH:7])[CH:12]=3)[CH:37]=[CH:36][CH:35]=2)[CH:31]=[CH:32]1 |f:0.1|. Procedure: Add potassium tert-butoxide (4.1 ml, 4.1 mmol, 1M in tetrahydrofuran) to a suspension of 2-[1-(3-hydroxypropyl)-1H-indol-3-yl]acetamide (0.32 g, 1.38 mmol) and (1-methyl-1H-indol-4-yl)oxoacetic acid methyl ester (0.30 g, 1.38 mmol) in dimethylformamide (10 ml). Stir the reaction at room temperature for 12 hours, quench with 1N HCl, and extract into ethyl acetate. Wash the organic extract with 5% aqueous lithium chloride and saturated aqueous sodium chloride, dry over magnesium sulfate, filter, a...